This data is from the Open Reaction Database (ORD), a public repository of structured organic reaction records. The task is: describe an organic reaction: reactants, conditions, products, and yield Reactants: O1C(OCCC1)CCC1CCN(CC1)C1=CC=C(C(=O)NS(=O)(=O)C2=CC(=C(C=C2)NCCSC2=CC=CC=C2)[N+](=O)[O-])C=C1 (N-(4-(4-(2-(1,3-dioxan-2-yl)ethyl)piperidin-1-yl)benzoyl)-3-nitro-4-((2-(phenylthio)ethyl)amino)benzenesulfonamide), C(=O)(C(F)(F)F)O (TFA). The reagents and catalysts are O (water). The solvent is ClCCl (dichloromethane), ClCCl (dichloromethane). Product: [N+](=O)([O-])C=1C=C(C=CC1NCCSC1=CC=CC=C1)S(=O)(=O)NC(C1=CC=C(C=C1)N1CCC(CC1)CCC=O)=O (3-nitro-N-(4-(4-(3-oxopropyl)piperidin-1-yl)benzoyl)-4-((2-(phenylthio)ethyl)amino)benzenesulfonamide). RXN SMILES: [O:1]1CCCO[CH:2]1[CH2:7][CH2:8][CH:9]1[CH2:14][CH2:13][N:12]([C:15]2[CH:45]=[CH:44][C:18]([C:19]([NH:21][S:22]([C:25]3[CH:30]=[CH:29][C:28]([NH:31][CH2:32][CH2:33][S:34][C:35]4[CH:40]=[CH:39][CH:38]=[CH:37][CH:36]=4)=[C:27]([N+:41]([O-:43])=[O:42])[CH:26]=3)(=[O:24])=[O:23])=[O:20])=[CH:17][CH:16]=2)[CH2:11][CH2:10]1.C(O)(C(F)(F)F)=O>ClCCl.O>[N+:41]([C:27]1[CH:26]=[C:25]([S:22]([NH:21][C:19](=[O:20])[C:18]2[CH:44]=[CH:45][C:15]([N:12]3[CH2:11][CH2:10][CH:9]([CH2:8][CH2:7][CH:2]=[O:1])[CH2:14][CH2:13]3)=[CH:16][CH:17]=2)(=[O:24])=[O:23])[CH:30]=[CH:29][C:28]=1[NH:31][CH2:32][CH2:33][S:34][C:35]1[CH:36]=[CH:37][CH:38]=[CH:39][CH:40]=1)([O-:43])=[O:42]. Reported procedure: A solution of Example 203C (250 mg, 0.4 mmol), in dichloromethane (5 mL), TFA (1.5 mL), and 1 drop water was stirred at room temperature for 48 hours. The reaction mixture was diluted with dichloromethane, washed sequentially with water, saturated NaHCO3, and brine, dried (MgSO4), filtered, and concentrated. The concentrate was purified by flash column chromatography on silica gel with dichloromethane 0.5-1.0% methanol to provide the desired product. MS (APCI) m/e 597 (M+H)+; 1H NMR (300 MHz, CD... Starting materials: CCCc1cnc(-c2ccc(Br)cc2)nc1, FC(F)(F)Oc1ccc(Br)cc1. The product is CCCc1cnc(-c2ccc(-c3ccc(OC(F)(F)F)cc3)cc2)nc1. As a reaction SMILES: [Br:1][c:2]1[cH:3][cH:4][c:5](-[c:8]2[n:9][cH:10][c:11]([CH2:14][CH2:15][CH3:16])[cH:12][n:13]2)[cH:6][cH:7]1.[F:17][C:18]([O:19][c:20]1[cH:21][cH:22][c:23]([Br:26])[cH:24][cH:25]1)([F:27])[F:28]>>[c:2]1(-[c:23]2[cH:22][cH:21][c:20]([O:19][C:18]([F:17])([F:27])[F:28])[cH:25][cH:24]2)[cH:3][cH:4][c:5](-[c:8]2[n:9][cH:10][c:11]([CH2:14][CH2:15][CH3:16])[cH:12][n:13]2)[cH:6][cH:7]1. The reactants are CC(=O)N1CCC(C(=O)c2ccc(F)cc2)CC1, Cl. Product: Cl, O=C(c1ccc(F)cc1)C1CCNCC1. As a reaction SMILES: [C:1](=[O:2])([CH3:3])[N:4]1[CH2:5][CH2:6][CH:7]([C:10]([c:11]2[cH:12][cH:13][c:14]([F:17])[cH:15][cH:16]2)=[O:18])[CH2:8][CH2:9]1.[ClH:19]>>[ClH:19].[NH:4]1[CH2:5][CH2:6][CH:7]([C:10]([c:11]2[cH:12][cH:13][c:14]([F:17])[cH:15][cH:16]2)=[O:18])[CH2:8][CH2:9]1. Starting materials: Cc1cc2cc(N)ccc2[nH]1, Cc1nc(-n2c(C)ccc2C)ccc1-c1cc2nccc(Cl)c2s1. Yields the product Cc1cc2cc(Nc3ccnc4cc(-c5ccc(-n6c(C)ccc6C)nc5C)sc34)ccc2[nH]1. Reaction SMILES: [CH3:1][c:2]1[nH:3][c:4]2[cH:5][cH:6][c:7]([NH2:11])[cH:8][c:9]2[cH:10]1.[Cl:12][c:13]1[c:14]2[c:15]([n:16][cH:17][cH:18]1)[cH:19][c:20](-[c:22]1[c:23]([CH3:35])[n:24][c:25](-[n:28]3[c:29]([CH3:34])[cH:30][cH:31][c:32]3[CH3:33])[cH:26][cH:27]1)[s:21]2>>[CH3:1][c:2]1[nH:3][c:4]2[cH:5][cH:6][c:7]([NH:11][c:13]3[c:14]4[c:15]([n:16][cH:17][cH:18]3)[cH:19][c:20](-[c:22]3[c:23]([CH3:35])[n:24][c:25](-[n:28]5[c:29]([CH3:34])[cH:30][cH:31][c:32]5[CH3:33])[cH:26][cH:27]3)[s:21]4)[cH:8][c:9]2[cH:10]1. Starting materials: Cl (HCl), O1CCOCC1 (1,4-dioxane), OC(=O)C(F)(F)F.C1(=CC=CC=C1)C=1OC=C(N1)C(=O)N1C(CN(CC1)C(=O)OC(C)(C)C)COC=1C=NC=CC1 (tert-butyl 4-(2-phenyloxazole-4-carbonyl)-3-((pyridin-3-yloxy)methyl)piperazine-1-carboxylate TFA salt). Solvent: CO (MeOH). Run at time 8 hour. Yields the product Cl.Cl.C1(=CC=CC=C1)C=1OC=C(N1)C(=O)N1C(CNCC1)COC=1C=NC=CC1 ((2-phenyloxazol-4-yl)(2-((pyridin-3-yloxy)methyl)piperazin-1-yl)methanone dihydrochloride). Yield: 67.0%. As a reaction SMILES: [ClH:1].O1CCOCC1.OC(C(F)(F)F)=O.[C:15]1([C:21]2[O:22][CH:23]=[C:24]([C:26]([N:28]3[CH2:33][CH2:32][N:31](C(OC(C)(C)C)=O)[CH2:30][CH:29]3[CH2:41][O:42][C:43]3[CH:44]=[N:45][CH:46]=[CH:47][CH:48]=3)=[O:27])[N:25]=2)[CH:20]=[CH:19][CH:18]=[CH:17][CH:16]=1>CO>[ClH:1].[ClH:1].[C:15]1([C:21]2[O:22][CH:23]=[C:24]([C:26]([N:28]3[CH2:33][CH2:32][NH:31][CH2:30][CH:29]3[CH2:41][O:42][C:43]3[CH:44]=[N:45][CH:46]=[CH:47][CH:48]=3)=[O:27])[N:25]=2)[CH:16]=[CH:17][CH:18]=[CH:19][CH:20]=1 |f:2.3,5.6.7|. Procedure details: 4 M HCl in 1,4-dioxane (6 mL, 24 mmol) was added to a solution of tert-butyl 4-(2-phenyloxazole-4-carbonyl)-3-((pyridin-3-yloxy)methyl)piperazine-1-carboxylate TFA salt (44.8 mg, 0.077 mmol) in MeOH (1 mL). After stirring overnight, the reaction mixture was concentrated under reduced pressure and purified by HPLC (5 to 50% MeCN/0.1% TFA in H2O/0.1% TFA gradient). The desired chromatography fractions were concentrated under reduced pressure, dissolved in MeOH (1 mL), and treated with 4 M HCl in 1...